Dataset: the Open Reaction Database (ORD), a public repository of structured organic reaction records. Task: describe an organic reaction: reactants, conditions, products, and yield Starting materials: [N+](=O)([O-])C1=CC=C(C=C1)S(=O)(=O)Cl (4-nitrobenzenesulfonyl chloride), COC=1C=C2C(=N[C@H]3CCCC[C@H]3C2=CC1OC)C1=CC=C(C=C1)N ((+/-)-cis-8,9-dimethoxy-6-(4-aminophenyl)-1,2,3,4,4a,10b-hexahydrophenanthridine). Solvent: C(Cl)Cl (methylene chloride), C(Cl)Cl (methylene chloride), C(C)N(CC)CC (triethylamine). Reaction conditions: time 8 hour. Product: COC=1C=C2C(=N[C@H]3CCCC[C@H]3C2=CC1OC)C1=CC=C(C=C1)N(S(=O)(=O)C1=CC=C(C=C1)[N+](=O)[O-])S(=O)(=O)C1=CC=C(C=C1)[N+](=O)[O-] ((+/-)-cis-8,9-Dimethoxy-6-[4-bis(p-nitrophenylsulfonyl)aminophenyl]-1,2,3,4,4a,10b-hexahydrophenanthridine). Reaction SMILES: [N+:1]([C:4]1[CH:9]=[CH:8][C:7]([S:10](Cl)(=[O:12])=[O:11])=[CH:6][CH:5]=1)([O-:3])=[O:2].[CH3:14][O:15][C:16]1[CH:17]=[C:18]2[C:27](=[CH:28][C:29]=1[O:30][CH3:31])[C@H:26]1[C@H:21]([CH2:22][CH2:23][CH2:24][CH2:25]1)[N:20]=[C:19]2[C:32]1[CH:37]=[CH:36][C:35]([NH2:38])=[CH:34][CH:33]=1>C(Cl)Cl.C(N(CC)CC)C>[CH3:14][O:15][C:16]1[CH:17]=[C:18]2[C:27](=[CH:28][C:29]=1[O:30][CH3:31])[C@H:26]1[C@H:21]([CH2:22][CH2:23][CH2:24][CH2:25]1)[N:20]=[C:19]2[C:32]1[CH:33]=[CH:34][C:35]([N:38]([S:10]([C:7]2[CH:6]=[CH:5][C:4]([N+:1]([O-:3])=[O:2])=[CH:9][CH:8]=2)(=[O:11])=[O:12])[S:10]([C:7]2[CH:8]=[CH:9][C:4]([N+:1]([O-:3])=[O:2])=[CH:5][CH:6]=2)(=[O:12])=[O:11])=[CH:36][CH:37]=1. Reported procedure: 1.45 g of 4-nitrobenzenesulfonyl chloride in 20 ml of methylene chloride are added dropwise to a solution of 2.0 g of (+/-)-cis-8,9-dimethoxy-6-(4-aminophenyl)-1,2,3,4,4a,10b-hexahydrophenanthridine in 50 ml of methylene chloride and 1.0 ml of triethylamine. The solution is stirred overnight at RT, extracted with water, and the organic phase is dried and concentrated. The residue is chromatographed on silica gel using a mixture of petroleum ether/ethyl acetate in the ratio 3:2. After concentrati...